Dataset: the Open Reaction Database (ORD), a public repository of structured organic reaction records. Task: describe an organic reaction: reactants, conditions, products, and yield Reactants: CC(=O)OCCCCCCOCCC#Cc1ccc(N(C)C(=O)C(F)(F)F)cc1, CO, [H][H]. The product is CC(=O)OCCCCCCOCCCCc1ccc(N(C)C(=O)C(F)(F)F)cc1. RXN SMILES: [C:1]([CH3:2])(=[O:3])[O:4][CH2:5][CH2:6][CH2:7][CH2:8][CH2:9][CH2:10][O:11][CH2:12][CH2:13][C:14]#[C:15][c:16]1[cH:17][cH:18][c:19]([N:22]([C:23]([C:24]([F:25])([F:26])[F:27])=[O:28])[CH3:29])[cH:20][cH:21]1.[CH3:32][OH:33].[H:30][H:31]>>[C:1]([CH3:2])(=[O:3])[O:4][CH2:5][CH2:6][CH2:7][CH2:8][CH2:9][CH2:10][O:11][CH2:12][CH2:13][CH2:14][CH2:15][c:16]1[cH:17][cH:18][c:19]([N:22]([C:23]([C:24]([F:25])([F:26])[F:27])=[O:28])[CH3:29])[cH:20][cH:21]1. Starting materials: Cc1ccccc1, BrP(Br)Br, OCc1cccc(C=Cc2ccccc2)c1. Yields the product BrCc1cccc(C=Cc2ccccc2)c1. As a reaction SMILES: [CH3:21][c:22]1[cH:23][cH:24][cH:25][cH:26][cH:27]1.[P:17]([Br:18])([Br:19])[Br:20].[c:1]1([CH:7]=[CH:8][c:9]2[cH:10][c:11]([CH2:12][OH:13])[cH:14][cH:15][cH:16]2)[cH:2][cH:3][cH:4][cH:5][cH:6]1>>[c:1]1([CH:7]=[CH:8][c:9]2[cH:10][c:11]([CH2:12][Br:18])[cH:14][cH:15][cH:16]2)[cH:2][cH:3][cH:4][cH:5][cH:6]1. Reactants: CC(=O)O[BH-](OC(C)=O)OC(C)=O, CCc1ccc(C#Cc2ccc(C=O)cc2)cc1, Cc1ccccc1, CC(=O)O, CCCCCC=O, COC(=O)c1cc(N)ccc1F, [Na+], [Na+], O=C([O-])O, O. Product: CCCCCCN(Cc1ccc(C#Cc2ccc(CC)cc2)cc1)c1ccc(F)c(C(=O)OC)c1. As a reaction SMILES: [C:38]([O:39][BH-:40]([O:41][C:42](=[O:43])[CH3:44])[O:45][C:46](=[O:47])[CH3:48])(=[O:49])[CH3:50].[CH2:1]([CH3:2])[c:3]1[cH:4][cH:5][c:6]([C:9]#[C:10][c:11]2[cH:12][cH:13][c:14]([CH:15]=[O:16])[cH:17][cH:18]2)[cH:7][cH:8]1.[CH3:57][c:58]1[cH:59][cH:60][cH:61][cH:62][cH:63]1.[CH3:64][C:65](=[O:66])[OH:67].[CH:31]([CH2:32][CH2:33][CH2:34][CH2:35][CH3:36])=[O:37].[NH2:19][c:20]1[cH:21][cH:22][c:23]([F:30])[c:24]([C:25](=[O:26])[O:27][CH3:28])[cH:29]1.[Na+:51].[Na+:56].[O-:52][C:53]([OH:54])=[O:55].[OH2:68]>>[CH2:1]([CH3:2])[c:3]1[cH:4][cH:5][c:6]([C:9]#[C:10][c:11]2[cH:12][cH:13][c:14]([CH2:15][N:19]([c:20]3[cH:21][cH:22][c:23]([F:30])[c:24]([C:25](=[O:26])[O:27][CH3:28])[cH:29]3)[CH2:31][CH2:32][CH2:33][CH2:34][CH2:35][CH3:36])[cH:17][cH:18]2)[cH:7][cH:8]1. The reactants are CC1(OB(OC1(C)C)C=1C2(OCCO2)CCCC1)C (6-(4,4,5,5-tetramethyl-1,3,2-dioxaborolan-2-yl)-1,4-dioxaspiro[4.5]dec-6-ene), O1CCOCC1 (dioxane), BrC1=C(N=NC(=C1)Cl)N (4-bromo-6-chloropyridazin-3-amine), C([O-])([O-])=O.[Cs+].[Cs+] (cesium carbonate). Reagents/catalysts: C=1C=CC(=CC1)[P](C=2C=CC=CC2)(C=3C=CC=CC3)[Pd]([P](C=4C=CC=CC4)(C=5C=CC=CC5)C=6C=CC=CC6)([P](C=7C=CC=CC7)(C=8C=CC=CC8)C=9C=CC=CC9)[P](C=1C=CC=CC1)(C=1C=CC=CC1)C=1C=CC=CC1 (tetrakis(triphenylphosphine)palladium). Run in O (water). The product is ClC1=CC(=C(N=N1)N)C=1C2(OCCO2)CCCC1 (6-Chloro-4-(1,4-dioxaspiro[4.5]dec-6-en-6-yl)pyridazin-3-amine). The yield is 42.9%. As a reaction SMILES: CC1(C)C(C)(C)OB([C:9]2[C:10]3([CH2:15][CH2:16][CH2:17][CH:18]=2)[O:14][CH2:13][CH2:12][O:11]3)O1.Br[C:21]1[CH:26]=[C:25]([Cl:27])[N:24]=[N:23][C:22]=1[NH2:28].C(=O)([O-])[O-].[Cs+].[Cs+].O1CCOCC1>C1C=CC([P]([Pd]([P](C2C=CC=CC=2)(C2C=CC=CC=2)C2C=CC=CC=2)([P](C2C=CC=CC=2)(C2C=CC=CC=2)C2C=CC=CC=2)[P](C2C=CC=CC=2)(C2C=CC=CC=2)C2C=CC=CC=2)(C2C=CC=CC=2)C2C=CC=CC=2)=CC=1.O>[Cl:27][C:25]1[N:24]=[N:23][C:22]([NH2:28])=[C:21]([C:9]2[C:10]3([CH2:15][CH2:16][CH2:17][CH:18]=2)[O:11][CH2:12][CH2:13][O:14]3)[CH:26]=1 |f:2.3.4,^1:44,46,65,84|. Procedure details: The reaction and aftertreatment were conducted in the same manner as in Example 39a by using the 6-(4,4,5,5-tetramethyl-1,3,2-dioxaborolan-2-yl)-1,4-dioxaspiro[4.5]dec-6-ene (0.64 g, 2.40 mmol) prepared in Example 82a, 4-bromo-6-chloropyridazin-3-amine (0.50 g, 2.40 mmol), tetrakis(triphenylphosphine)palladium (0) (0.14 g, 0.12 mmol), cesium carbonate (1.72 g, 5.29 mmol), dioxane (8.0 mL) and water (4.0 mL), to yield the title compound (275.7 mg, 43%) as a colorless oil. The reactants are NN (hydrazine), CC=1N=C2N3C1C(N(C3=CC=C2)CCCCCCN2C(C=3C(C2=O)=CC=CC3)=O)=O (1,2-dihydro-3-methyl-1-[6-(phthalimido)hexan-1-yl]-1,4,7b-triazacyclopent[cd]inden-2-one), monohydrate. The solvent is C(C)O (ethanol). The product is NCCCCCCN1C(C=2N3C(C=CC=C13)=NC2C)=O (1-[6-(Amino)hexan-1-yl]-1,2-dihydro-3-methyl-1,4,7b-triazacyclopent[cd]inden-2-one). The yield is 75.3%. Reaction SMILES: [CH3:1][C:2]1[N:3]=[C:4]2[CH:12]=[CH:11][CH:10]=[C:9]3[N:5]2[C:6]=1[C:7](=[O:30])[N:8]3[CH2:13][CH2:14][CH2:15][CH2:16][CH2:17][CH2:18][N:19]1C(=O)C2=CC=CC=C2C1=O.NN>C(O)C>[NH2:19][CH2:18][CH2:17][CH2:16][CH2:15][CH2:14][CH2:13][N:8]1[C:9]2[N:5]3[C:4](=[N:3][C:2]([CH3:1])=[C:6]3[C:7]1=[O:30])[CH:12]=[CH:11][CH:10]=2. Reported procedure: To a suspension of 2.94 g (7.31 mmol) of 1,2-dihydro-3-methyl-1-[6-(phthalimido)hexan-1-yl]-1,4,7b-triazacyclopent[cd]inden-2-one in 80 ml of ethanol was added 1.10 g (22.0 mmol) of hydrazine.monohydrate. The mixture was heated for 2 hours under reflux. After cooling, the resulting precipitates were filtered off. The filtrate was concentrated to give the residue, water was added, extracted with chloroform (three times). The extract was dried over anhydrous magnesium sulfate, then the solvent was... The reactants are C(Br)(Br)(Br)Br (carbon tetrabromide), crude product, ClCCC=1C(NC(N([C@H]2C[C@H](O)[C@@H](CO)O2)C1)=O)=O (5-(2-chloroethyl)-2'-deoxyuridine), C1(=CC=CC=C1)P(C1=CC=CC=C1)C1=CC=CC=C1 (triphenylphosphine), [N-]=[N+]=[N-].[Li+] (lithium azide). Run in CO (methanol), CO (methanol), CN(C=O)C (dimethylformamide). Run at time 17 hour. Product: N(=[N+]=[N-])C[C@@H]1[C@H](C[C@@H](O1)N1C(=O)NC(=O)C(=C1)CCCl)O (5'-azido-2',5'-dideoxy-5-(2-chloroethyl)-uridine). Isolated yield 31.6%. RXN SMILES: [Cl:1][CH2:2][CH2:3][C:4]1[C:5](=[O:19])[NH:6][C:7](=[O:18])[N:8]([CH:17]=1)[C@@H:9]1[O:16][C@H:13]([CH2:14]O)[C@@H:11]([OH:12])[CH2:10]1.C1(P(C2C=CC=CC=2)C2C=CC=CC=2)C=CC=CC=1.[N-:39]=[N+:40]=[N-:41].[Li+].C(Br)(Br)(Br)Br>CN(C)C=O.CO>[N:39]([CH2:14][C@H:13]1[O:16][C@@H:9]([N:8]2[CH:17]=[C:4]([CH2:3][CH2:2][Cl:1])[C:5](=[O:19])[NH:6][C:7]2=[O:18])[CH2:10][C@@H:11]1[OH:12])=[N+:40]=[N-:41] |f:2.3|. Reported procedure: 1.4 g of 5-(2-chloroethyl)-2'-deoxyuridine and 1.3 g of triphenylphosphine were dissolved in 20 ml of dimethylformamide and stirred while 1.2 g of lithium azide were added to give a solution within 5 minutes at room temperature. 1.7 g of carbon tetrabromide were added portionwise during 5 minutes to give a hazy orange colored solution which was stirred at room temperature for 17 hours. 5 ml of methanol were added to give a clear solution. After 0.5 hour, the solvents were removed by evaporation ... Starting materials: CN(N)C(N)=O, CC(=O)c1ccc2ncc(Cc3cc4cccnc4cc3F)n2n1. The product is CC(=NN(C)C(N)=O)c1ccc2ncc(Cc3cc4cccnc4cc3F)n2n1. RXN SMILES: [CH3:1][N:2]([NH2:3])[C:4](=[O:5])[NH2:6].[F:7][c:8]1[c:9]([CH2:18][c:19]2[cH:20][n:21][c:22]3[n:23]2[n:24][c:25]([C:28]([CH3:29])=[O:30])[cH:26][cH:27]3)[cH:10][c:11]2[cH:12][cH:13][cH:14][n:15][c:16]2[cH:17]1>>[CH3:1][N:2]([N:3]=[C:28]([c:25]1[n:24][n:23]2[c:19]([CH2:18][c:9]3[c:8]([F:7])[cH:17][c:16]4[c:11]([cH:10]3)[cH:12][cH:13][cH:14][n:15]4)[cH:20][n:21][c:22]2[cH:27][cH:26]1)[CH3:29])[C:4](=[O:5])[NH2:6]. Starting materials: α-cyano-m-phenoxybenzyl ester, ClC1=CC=C(C=C1)N[C@@H](C(C)C)C(=O)O (N-(4-chlorophenyl)valine), CI (methyl iodide). The product is α-cyano-m-phenoxybenzyl ester, CN([C@@H](C(C)C)C(=O)O)C1=CC=C(C=C1)Cl (N-methyl,N-(4-chlorophenyl)valine). RXN SMILES: [Cl:1][C:2]1[CH:7]=[CH:6][C:5]([NH:8][C@H:9]([C:13]([OH:15])=[O:14])[CH:10]([CH3:12])[CH3:11])=[CH:4][CH:3]=1.[CH3:16]I>>[CH3:16][N:8]([C:5]1[CH:4]=[CH:3][C:2]([Cl:1])=[CH:7][CH:6]=1)[C@H:9]([C:13]([OH:15])=[O:14])[CH:10]([CH3:12])[CH3:11]. Reported procedure: The α-cyano-m-phenoxybenzyl ester of N-(4-chlorophenyl)valine is reacted with methyl iodide using the procedure of Example 2 to yield the α-cyano-m-phenoxybenzyl ester of N-methyl,N-(4-chlorophenyl)valine, MS m/e 448.1 (M+). Reactants: C1(=CC=CC=C1)COC(N[C@@H](CC1=CC=CC=C1)COS(=O)(=O)C)=O ((S)-[1-[[(methylsulphonyl)oxy]methyl]-2-phenylethyl]carbamic acid phenylmethyl ester), [N-]=[N+]=[N-].[Na+] (sodium azide), O (water), C(C)(=O)OCC (ethyl acetate). Solvent: CN(C=O)C (dimethylformamide). Product: C1(=CC=CC=C1)COC(N[C@@H](CC1=CC=CC=C1)CN=[N+]=[N-])=O ((S)-[1-(Azidomethyl)-2-phenylethyl]carbamic acid phenylmethyl ester). Isolated yield 88.5%. Reaction SMILES: [C:1]1([CH2:7][O:8][C:9](=[O:25])[NH:10][C@H:11]([CH2:19]OS(C)(=O)=O)[CH2:12][C:13]2[CH:18]=[CH:17][CH:16]=[CH:15][CH:14]=2)[CH:6]=[CH:5][CH:4]=[CH:3][CH:2]=1.[N-:26]=[N+:27]=[N-:28].[Na+].O.C(OCC)(=O)C>CN(C)C=O>[C:1]1([CH2:7][O:8][C:9](=[O:25])[NH:10][C@H:11]([CH2:19][N:26]=[N+:27]=[N-:28])[CH2:12][C:13]2[CH:18]=[CH:17][CH:16]=[CH:15][CH:14]=2)[CH:6]=[CH:5][CH:4]=[CH:3][CH:2]=1 |f:1.2|. Reported procedure: A solution of (S)-[1-[[(methylsulphonyl)oxy]methyl]-2-phenylethyl]carbamic acid phenylmethyl ester (2.0 g,5.5 mmol) in dimethylformamide (35 ml) was heated with sodium azide (0.43 g,6.6 mmol) at 80° C. for 4.5h. The reaction was then cooled and poured into iced water (100 ml) and ethyl acetate (70 ml). The aqueous phase was extracted with ethyl acetate (2×70 ml) and the combined extract was washed with water (50 ml), dried (MgSO4) and evaporated to leave an oil which was purified by flash chroma... The reactants are FC1=C(C(=CC(=C1)I)C)C(C)=O (1-(2-Fluoro-4-iodo-6-methylphenyl)ethanone), [O-]P(=O)([O-])[O-].[K+].[K+].[K+] (K3PO4), COC1=CC=C(C=C1)O (4-methoxy-phenol). Reagents/catalysts: CC(=O)[O-].CC(=O)[O-].[Pd+2] (Pd(OAc)2), C(C)(C)(C)P(C1=C(C=CC=C1)C1=C(C=C(C=C1C(C)C)C(C)C)C(C)C)C(C)(C)C (2-di-tert-butylphosphino-2′,4′,6′-triisopropylbiphenyl). The solvent is C1(=CC=CC=C1)C (toluene). Run at temperature 100 celsius. The product is FC1=C(C(=CC(=C1)OC1=CC=C(C=C1)OC)C)C(C)=O (1-(2-fluoro-4-(4-methoxyphenoxy)-6-methylphenyl)ethanone). Isolated yield 42.5%. Reaction SMILES: [F:1][C:2]1[CH:7]=[C:6](I)[CH:5]=[C:4]([CH3:9])[C:3]=1[C:10](=[O:12])[CH3:11].[O-]P([O-])([O-])=O.[K+].[K+].[K+].[CH3:21][O:22][C:23]1[CH:28]=[CH:27][C:26]([OH:29])=[CH:25][CH:24]=1>C1(C)C=CC=CC=1.CC([O-])=O.CC([O-])=O.[Pd+2].C(P(C(C)(C)C)C1C=CC=CC=1C1C(C(C)C)=CC(C(C)C)=CC=1C(C)C)(C)(C)C>[F:1][C:2]1[CH:7]=[C:6]([O:29][C:26]2[CH:27]=[CH:28][C:23]([O:22][CH3:21])=[CH:24][CH:25]=2)[CH:5]=[C:4]([CH3:9])[C:3]=1[C:10](=[O:12])[CH3:11] |f:1.2.3.4,7.8.9|. Reported procedure: To a solution of 1-(2-fluoro-4-iodo-6-methylphenyl)ethanone (30-4, 1.1 g, 4.0 mmol), K3PO4 (1.7 g, 8.0 mmol), 4-methoxy-phenol (0.60 g, 4.8 mmol) in toluene (20 mL) was added 2-di-tert-butylphosphino-2′,4′,6′-triisopropylbiphenyl (51 mg, 0.12 mmol), Pd(OAc)2 (38 mg, 0.08 mmol). The reaction was heated at 100° C. overnight under N2. The solution was cooled to room temperature and filtered through a small pad of diatomaceous earth. The cake was washed with ethyl acetate (50 mL) and combined filtra...